From a dataset of the Open Reaction Database (ORD), a public repository of structured organic reaction records. describe an organic reaction: reactants, conditions, products, and yield Reactants: C(CC1=CC=CC=C1)N (phenethylamine), ClC=1C2=C(N=C(N1)C=1C=NC=CC1)SC(=C2)[N+](=O)[O-] (4-chloro-2-(pyridin-3-yl)-6-nitro-thieno-[2,3-d]-pyrimidine). The product is N1=CC(=CC=C1)C=1N=C(C2=C(N1)SC(=C2)[N+](=O)[O-])NCCC2=CC=CC=C2 (2-(pyridin-3-yl)-4-phenethylamino-6-nitro-thieno-[2,3-d]-pyrimidine). As a reaction SMILES: [CH2:1]([NH2:9])[CH2:2][C:3]1[CH:8]=[CH:7][CH:6]=[CH:5][CH:4]=1.Cl[C:11]1[C:12]2[CH:25]=[C:24]([N+:26]([O-:28])=[O:27])[S:23][C:13]=2[N:14]=[C:15]([C:17]2[CH:18]=[N:19][CH:20]=[CH:21][CH:22]=2)[N:16]=1>>[N:19]1[CH:20]=[CH:21][CH:22]=[C:17]([C:15]2[N:16]=[C:11]([NH:9][CH2:1][CH2:2][C:3]3[CH:8]=[CH:7][CH:6]=[CH:5][CH:4]=3)[C:12]3[CH:25]=[C:24]([N+:26]([O-:28])=[O:27])[S:23][C:13]=3[N:14]=2)[CH:18]=1. Procedure details: With the procedure of Example 1, the reaction of phenethylamine with 4-chloro-2-(pyridin-3-yl)-6-nitro-thieno-[2,3-d]-pyrimidine yields 2-(pyridin-3-yl)-4-phenethylamino-6-nitro-thieno-[2,3-d]-pyrimidine. Reactants: C1CCOC1, [Li]CCCC, COC(=O)c1cc([N+](=O)[O-])ccc1Br, COc1cccc(OC)c1. Yields the product COC(=O)c1cc([N+](=O)[O-])ccc1-c1c(OC)cccc1OC. RXN SMILES: [CH2:30]1[O:31][CH2:32][CH2:33][CH2:34]1.[CH3:11][CH2:12][CH2:13][CH2:14][Li:15].[CH3:16][O:17][C:18]([c:19]1[c:20]([Br:28])[cH:21][cH:22][c:23]([N+:25](=[O:26])[O-:27])[cH:24]1)=[O:29].[CH3:1][O:2][c:3]1[cH:4][c:5]([O:9][CH3:10])[cH:6][cH:7][cH:8]1>>[CH3:1][O:2][c:3]1[c:4](-[c:20]2[c:19]([C:18]([O:17][CH3:16])=[O:29])[cH:24][c:23]([N+:25](=[O:26])[O-:27])[cH:22][cH:21]2)[c:5]([O:9][CH3:10])[cH:6][cH:7][cH:8]1. The reactants are O=C([O-])[O-], CCOCCBr, CN(C)C=O, [K+], [K+], O, CC(C)(C)OC(=O)N1CCC(C(=O)c2nc3ccccc3[nH]2)CC1. The product is CCOCCn1c(C(=O)C2CCN(C(=O)OC(C)(C)C)CC2)nc2ccccc21. As a reaction SMILES: [C:31](=[O:32])([O-:33])[O-:34].[CH2:25]([CH3:26])[O:27][CH2:28][CH2:29][Br:30].[CH3:37][N:38]([CH3:39])[CH:40]=[O:41].[K+:35].[K+:36].[OH2:42].[nH:1]1[c:2]([C:10](=[O:11])[CH:12]2[CH2:13][CH2:14][N:15]([C:18](=[O:19])[O:20][C:21]([CH3:22])([CH3:23])[CH3:24])[CH2:16][CH2:17]2)[n:3][c:4]2[c:5]1[cH:6][cH:7][cH:8][cH:9]2>>[n:1]1([CH2:29][CH2:28][O:27][CH2:25][CH3:26])[c:2]([C:10](=[O:11])[CH:12]2[CH2:13][CH2:14][N:15]([C:18](=[O:19])[O:20][C:21]([CH3:22])([CH3:23])[CH3:24])[CH2:16][CH2:17]2)[n:3][c:4]2[c:5]1[cH:6][cH:7][cH:8][cH:9]2. The reactants are C12(CC3CC(CC(C1)C3)C2)C2=CC=C(OCC(=O)O)C=C2 (2-(4-(adamantan-1-yl)phenoxy)acetic acid), C[C@H]1CN(CCN1)C(=O)OC(C)(C)C ((S)-tert-butyl 3-methylpiperazine-1-carboxylate). The product is C12(CC3CC(CC(C1)C3)C2)C2=CC=C(OCC(=O)N3[C@H](CN(CC3)C(=O)OC(C)(C)C)C)C=C2 ((S)-tert-butyl 4-(2-(4-(adamantan-1-yl)phenoxy)acetyl)-3-methylpiperazine-1-carboxylate). Isolated yield 92.2%. Reaction SMILES: [C:1]12([C:11]3[CH:21]=[CH:20][C:14]([O:15][CH2:16][C:17](O)=[O:18])=[CH:13][CH:12]=3)[CH2:10][CH:5]3[CH2:6][CH:7]([CH2:9][CH:3]([CH2:4]3)[CH2:2]1)[CH2:8]2.[CH3:22][C@@H:23]1[NH:28][CH2:27][CH2:26][N:25]([C:29]([O:31][C:32]([CH3:35])([CH3:34])[CH3:33])=[O:30])[CH2:24]1>>[C:1]12([C:11]3[CH:21]=[CH:20][C:14]([O:15][CH2:16][C:17]([N:28]4[CH2:27][CH2:26][N:25]([C:29]([O:31][C:32]([CH3:34])([CH3:33])[CH3:35])=[O:30])[CH2:24][C@@H:23]4[CH3:22])=[O:18])=[CH:13][CH:12]=3)[CH2:2][CH:3]3[CH2:9][CH:7]([CH2:6][CH:5]([CH2:4]3)[CH2:10]1)[CH2:8]2. Procedure: The title compound was prepared from 2-(4-(adamantan-1-yl)phenoxy)acetic acid (0.2 g, 0.69 mmol) and (S)-tert-butyl 3-methylpiperazine-1-carboxylate (0.139 g, 0.69 mmol) according to the example 1, which was given (S)-tert-butyl 4-(2-(4-(adamantan-1-yl)phenoxy)acetyl)-3-methylpiperazine-1-carboxylate as a white solid (0.298 g, 91.2% yield). Starting materials: COCCBr, COc1c(O)cc(C(C)=O)cc1C(C)(C)C, [H-], [Na+], CN(C)C=O. Product: COCCOc1cc(C(C)=O)cc(C(C)(C)C)c1OC. Reaction SMILES: [Br:17][CH2:18][CH2:19][O:20][CH3:21].[C:1]([CH3:2])([CH3:3])([CH3:4])[c:5]1[cH:6][c:7]([C:14]([CH3:15])=[O:16])[cH:8][c:9]([OH:13])[c:10]1[O:11][CH3:12].[H-:22].[Na+:23].[O:24]=[CH:25][N:26]([CH3:27])[CH3:28]>>[C:1]([CH3:2])([CH3:3])([CH3:4])[c:5]1[cH:6][c:7]([C:14]([CH3:15])=[O:16])[cH:8][c:9]([O:13][CH2:18][CH2:19][O:20][CH3:21])[c:10]1[O:11][CH3:12].